From a dataset of the Open Reaction Database (ORD), a public repository of structured organic reaction records. describe an organic reaction: reactants, conditions, products, and yield Reactants: CC(C)CCOC(=O)C1(NC(=O)OC(C)(C)C)CC(OCc2ccccc2)C1, CO, [Na+], [OH-], O. Product: CC(C)(C)OC(=O)NC1(C(=O)O)CC(OCc2ccccc2)C1. As a reaction SMILES: [CH2:1]([c:2]1[cH:3][cH:4][cH:5][cH:6][cH:7]1)[O:8][CH:9]1[CH2:10][C:11]([C:13](=[O:14])[O:15][CH2:16][CH2:17][CH:18]([CH3:19])[CH3:20])([NH:21][C:22](=[O:23])[O:24][C:25]([CH3:26])([CH3:27])[CH3:28])[CH2:12]1.[CH3:32][OH:33].[Na+:30].[OH-:29].[OH2:31]>>[CH2:1]([c:2]1[cH:3][cH:4][cH:5][cH:6][cH:7]1)[O:8][CH:9]1[CH2:10][C:11]([C:13](=[O:14])[OH:15])([NH:21][C:22](=[O:23])[O:24][C:25]([CH3:26])([CH3:27])[CH3:28])[CH2:12]1. The reactants are CCNCc1ccccc1, [Li]CCCC, C1CCCCC1, CCCCCC, CCOCC, CN(C)CCN(C)C, O=P(Cl)(Cl)c1ccccc1. As a reaction SMILES: [CH2:14]([CH3:15])[NH:16][CH2:17][c:18]1[cH:19][cH:20][cH:21][cH:22][cH:23]1.[CH2:1]([Li:2])[CH2:3][CH2:4][CH3:5].[CH2:45]1[CH2:46][CH2:47][CH2:48][CH2:49][CH2:50]1.[CH3:34][CH2:35][CH2:36][CH2:37][CH2:38][CH3:39].[CH3:40][CH2:41][O:42][CH2:43][CH3:44].[CH3:6][N:7]([CH3:8])[CH2:9][CH2:10][N:11]([CH3:12])[CH3:13].[c:24]1([P:30](=[O:31])([Cl:32])[Cl:33])[cH:25][cH:26][cH:27][cH:28][cH:29]1>>[CH2:14]([CH3:15])[N:16]1[CH2:17][c:18]2[c:19]([cH:20][cH:21][cH:22][cH:23]2)[P:30]1([c:24]1[cH:25][cH:26][cH:27][cH:28][cH:29]1)=[O:31]. Yields the product CCN1Cc2ccccc2P1(=O)c1ccccc1. Reactants: COC(C)NC(C)=O, COS(=O)(=O)OC, N, [Na+], [OH-]. The product is COC(C)N(C)C(C)=O. RXN SMILES: [CH3:10][O:11][CH:12]([CH3:13])[NH:14][C:15]([CH3:16])=[O:17].[CH3:1][O:2][S:3]([O:4][CH3:5])(=[O:6])=[O:7].[NH3:18].[Na+:9].[OH-:8]>>[CH3:1][N:14]([CH:12]([O:11][CH3:10])[CH3:13])[C:15]([CH3:16])=[O:17]. The reactants are C1NCCN2S(C3=C(CC21)C=CC=C3)(=O)=O ((−) 1,2,3,4,11,11a-hexahydropyrazino[1,2-b][1,2]benzothiazine 6,6-dioxide), C([O-])([O-])=O.[Cs+].[Cs+] (cesium carbonate), CI (methyl iodide). The solvent is CN(C=O)C (dimethylformamide). Conditions: time 4.5 hour. Product: CN1CC2N(S(C3=C(C2)C=CC=C3)(=O)=O)CC1 ((−)-1,2,3,4,11,11a-hexahydro-2-methyl-pyrazino[1,2-b][1,2]benzothiazine 6,6-dioxide). The yield is 78.0%. Reaction SMILES: [CH2:1]1[CH:10]2[N:5]([S:6](=[O:16])(=[O:15])[C:7]3[CH:14]=[CH:13][CH:12]=[CH:11][C:8]=3[CH2:9]2)[CH2:4][CH2:3][NH:2]1.[C:17](=O)([O-])[O-].[Cs+].[Cs+].CI>CN(C)C=O>[CH3:17][N:2]1[CH2:3][CH2:4][N:5]2[S:6](=[O:15])(=[O:16])[C:7]3[CH:14]=[CH:13][CH:12]=[CH:11][C:8]=3[CH2:9][CH:10]2[CH2:1]1 |f:1.2.3|. Reported procedure: To a solution of the title compound of Example 215 (23.0 mg, 0.0965 mmol) in dimethylformamide (0.75 mL) were added cesium carbonate (94 mg, 0.29 mmol) and methyl iodide (0.0072 mL, 0.12 mmol). After 4.5 h, the reaction was partitioned between dichloromethane (2 mL) and water (2 mL). The aqueous layer was extracted with dichloromethane (2 mL). The combined organic layers were dried (sodium sulfate) and concentrated in vacuo. The residue was taken up in a minimum amount of 50% aqueous methanol an...